The task is: describe an organic reaction: reactants, conditions, products, and yield. This data is from the Open Reaction Database (ORD), a public repository of structured organic reaction records. Reactants: C1CCOC1, CC#N, [Cl-], CC(C)(C)ON=O, N#Cc1nn(-c2c(Cl)cc(C(F)(F)F)cc2Cl)c(N)c1C1C=CCC1. The product is N#Cc1nn(-c2c(Cl)cc(C(F)(F)F)cc2Cl)c(Cl)c1C1C=CCC1. As a reaction SMILES: [CH2:37]1[O:38][CH2:39][CH2:40][CH2:41]1.[CH3:34][C:35]#[N:36].[Cl-:26].[N:27]([O:28][C:29]([CH3:30])([CH3:31])[CH3:32])=[O:33].[NH2:1][c:2]1[c:3]([CH:21]2[CH:22]=[CH:23][CH2:24][CH2:25]2)[c:4]([C:19]#[N:20])[n:5][n:6]1-[c:7]1[c:8]([Cl:18])[cH:9][c:10]([C:14]([F:15])([F:16])[F:17])[cH:11][c:12]1[Cl:13]>>[c:2]1([Cl:26])[c:3]([CH:21]2[CH:22]=[CH:23][CH2:24][CH2:25]2)[c:4]([C:19]#[N:20])[n:5][n:6]1-[c:7]1[c:8]([Cl:18])[cH:9][c:10]([C:14]([F:15])([F:16])[F:17])[cH:11][c:12]1[Cl:13]. Reactants: Cc1ccccc1, CC1(c2cccc(I)c2)C2CN(CCCc3ccccc3)CC21, N#C[K]. Yields the product CC1(c2cccc(C#N)c2)C2CN(CCCc3ccccc3)CC21. RXN SMILES: [CH3:27][c:28]1[cH:29][cH:30][cH:31][cH:32][cH:33]1.[I:1][c:2]1[cH:3][c:4]([C:8]2([CH3:23])[CH:9]3[CH2:10][N:11]([CH2:14][CH2:15][CH2:16][c:17]4[cH:18][cH:19][cH:20][cH:21][cH:22]4)[CH2:12][CH:13]23)[cH:5][cH:6][cH:7]1.[K:24][C:25]#[N:26]>>[c:2]1([C:25]#[N:26])[cH:3][c:4]([C:8]2([CH3:23])[CH:9]3[CH2:10][N:11]([CH2:14][CH2:15][CH2:16][c:17]4[cH:18][cH:19][cH:20][cH:21][cH:22]4)[CH2:12][CH:13]23)[cH:5][cH:6][cH:7]1. Reactants: C, CN(C)c1ccc(NC(=O)c2ccccc2[N+](=O)[O-])cc1, CCO, [Pd]. Yields the product CN(C)c1ccc(NC(=O)c2ccccc2N)cc1. RXN SMILES: [C:25].[CH3:1][N:2]([c:3]1[cH:4][cH:5][c:6]([NH:9][C:10]([c:11]2[c:12]([N+:17]([O-:18])=[O:19])[cH:13][cH:14][cH:15][cH:16]2)=[O:20])[cH:7][cH:8]1)[CH3:21].[CH3:22][CH2:23][OH:24].[Pd:26]>>[CH3:1][N:2]([c:3]1[cH:4][cH:5][c:6]([NH:9][C:10]([c:11]2[c:12]([NH2:17])[cH:13][cH:14][cH:15][cH:16]2)=[O:20])[cH:7][cH:8]1)[CH3:21]. The reactants are COc1ccc2c(=O)c3cc(C(=O)O)ccc3oc2c1, CC(=O)O, I, O. Yields the product O=C(O)c1ccc2oc3cc(O)ccc3c(=O)c2c1. Reaction SMILES: [CH3:1][O:2][c:3]1[cH:4][c:5]2[o:6][c:7]3[cH:8][cH:9][c:10]([C:18](=[O:19])[OH:20])[cH:11][c:12]3[c:13](=[O:17])[c:14]2[cH:15][cH:16]1.[CH3:22][C:23](=[O:24])[OH:25].[IH:21].[OH2:26]>>[OH:2][c:3]1[cH:4][c:5]2[o:6][c:7]3[cH:8][cH:9][c:10]([C:18](=[O:19])[OH:20])[cH:11][c:12]3[c:13](=[O:17])[c:14]2[cH:15][cH:16]1. The reactants are C(C)(=O)NC1=CC=C(C(CCl)=O)C=C1 (4-acetylaminophenacyl chloride), O1CCOCC1 (dioxane), C(C)(C)N (isopropylamine). Solvent: O (water), O (water). Reaction conditions: time 2 hour. Yields the product C(C)(=O)NC1=CC=C(C(CNC(C)C)=O)C=C1 (N-(4-acetylaminophenacyl)isopropylamine). Isolated yield 89.6%. Reaction SMILES: [C:1]([NH:4][C:5]1[CH:14]=[CH:13][C:8]([C:9](=[O:12])[CH2:10]Cl)=[CH:7][CH:6]=1)(=[O:3])[CH3:2].O1CCOCC1.[CH:21]([NH2:24])([CH3:23])[CH3:22]>O>[C:1]([NH:4][C:5]1[CH:14]=[CH:13][C:8]([C:9](=[O:12])[CH2:10][NH:24][CH:21]([CH3:23])[CH3:22])=[CH:7][CH:6]=1)(=[O:3])[CH3:2]. Procedure details: In a reactor, 21 g (0.1 mol) of 4-acetylaminophenacyl chloride are introduced into a mixture comprising 100 ml of dioxane, 26 ml (0.3 mol) of isopropylamine and 20 ml of water. The reaction medium is stirred at 30°-40° C. for 2 hours. After the addition of 500 ml of iced water, a precipitate is collected, washed and dried. Recrystallization from ethyl acetate gives 21 g of N-(4-acetylaminophenacyl)isopropylamine, which is in the form of a white powder. Melting point (inst.)=156° C. The reactants are COC(=O)C(OC)OC, NCc1cccc(F)c1. As a reaction SMILES: [CH3:1][O:2][CH:3]([C:4](=[O:5])[O:6][CH3:7])[O:8][CH3:9].[F:10][c:11]1[cH:12][c:13]([CH2:14][NH2:15])[cH:16][cH:17][cH:18]1>>[CH3:1][O:2][CH:3]([C:4](=[O:5])[NH:15][CH2:14][c:13]1[cH:12][c:11]([F:10])[cH:18][cH:17][cH:16]1)[O:8][CH3:9]. Product: COC(OC)C(=O)NCc1cccc(F)c1. Reactants: B(Br)(Br)Br (boron tribromide), COC1=CC=C(C=C1)C1=NC=C(C=C1)OCCCCCCCC (2-(4'-Methoxyphenyl)-5-octyloxypyridine), C([O-])(O)=O.[Na+] (sodium bicarbonate). Run in ClCCl (dichloromethane), ClCCl (dichloromethane). Conditions: temperature 0 celsius, time 4 hour. Yields the product OC1=CC=C(C=C1)C1=NC=C(C=C1)OCCCCCCCC (2-(4'-Hydroxyphenyl)-5-octyloxypyridine). Reaction SMILES: C[O:2][C:3]1[CH:8]=[CH:7][C:6]([C:9]2[CH:14]=[CH:13][C:12]([O:15][CH2:16][CH2:17][CH2:18][CH2:19][CH2:20][CH2:21][CH2:22][CH3:23])=[CH:11][N:10]=2)=[CH:5][CH:4]=1.B(Br)(Br)Br.C(=O)(O)[O-].[Na+]>ClCCl>[OH:2][C:3]1[CH:4]=[CH:5][C:6]([C:9]2[CH:14]=[CH:13][C:12]([O:15][CH2:16][CH2:17][CH2:18][CH2:19][CH2:20][CH2:21][CH2:22][CH3:23])=[CH:11][N:10]=2)=[CH:7][CH:8]=1 |f:2.3|. Procedure details: To a solution of 11C (100 mg) in dichloromethane, cooled to 0° C., was added a solution of boron tribromide in dichloromethane (1M, 0.76 ml). This solution was stirred at 0° C. for 4 hours, then allowed to stand at 4° C. an additional 16 hrs. The solution was then poured into a saturated sodium bicarbonate solution and extracted with dichloromethane. The combined organic layers were dried over sodium sulfate and the solvent removed in vacuo to give a white solid.